From a dataset of the Open Reaction Database (ORD), a public repository of structured organic reaction records. describe an organic reaction: reactants, conditions, products, and yield Reactants: C(C)(=O)OCCC1=CC(=CC(=C1)C)Cl (3-chloro-5-methylphenylethyl acetate), BrN1C(CCC1=O)=O (N-bromosuccinimide), 2,2-azobis(isobutyronitrile). Run in C(Cl)(Cl)(Cl)Cl (carbon tetrachloride). Yields the product C(C)(=O)OCCC1=CC(=CC(=C1)Cl)CBr (3-bromomethyl-5-chlorophenylethyl acetate). RXN SMILES: [C:1]([O:4][CH2:5][CH2:6][C:7]1[CH:12]=[C:11]([CH3:13])[CH:10]=[C:9]([Cl:14])[CH:8]=1)(=[O:3])[CH3:2].[Br:15]N1C(=O)CCC1=O>C(Cl)(Cl)(Cl)Cl>[C:1]([O:4][CH2:5][CH2:6][C:7]1[CH:8]=[C:9]([Cl:14])[CH:10]=[C:11]([CH2:13][Br:15])[CH:12]=1)(=[O:3])[CH3:2]. Procedure: A mixture of 3-chloro-5-methylphenylethyl acetate (0.20 g; 0.958 mol), N-bromosuccinimide (0.21 g; 1.21 mmol) and 2,2-azobis(isobutyronitrile) (0.01 g; 0.037 mmol) in carbon tetrachloride (2 ml) were refluxed for 2 hours. After cooling and filtration of the precipitate, the filtrate was condensed under reduced pressure. The residue was purified by column chromatograph on silica gel (hexane:ethyl acetate=20:1) to give 3-bromomethyl-5-chlorophenylethyl acetate as colorless oil (0.16 g; 57%).